Dataset: the Open Reaction Database (ORD), a public repository of structured organic reaction records. Task: describe an organic reaction: reactants, conditions, products, and yield Reactants: CCOc1ccc(CC(=O)NCCNc2cc(C)nc3cc4c(-c5c(C)cc(C)cc5C)cccn4c23)cc1OC, C1CCOC1. The product is CCOc1ccc(CCNCCNc2cc(C)nc3cc4c(-c5c(C)cc(C)cc5C)cccn4c23)cc1OC. Reaction SMILES: [CH2:1]([CH3:2])[O:3][c:4]1[c:5]([O:40][CH3:41])[cH:6][c:7]([CH2:10][C:11](=[O:12])[NH:13][CH2:14][CH2:15][NH:16][c:17]2[cH:18][c:19]([CH3:39])[n:20][c:21]3[cH:22][c:23]4[c:24](-[c:30]5[c:31]([CH3:38])[cH:32][c:33]([CH3:37])[cH:34][c:35]5[CH3:36])[cH:25][cH:26][cH:27][n:28]4[c:29]23)[cH:8][cH:9]1.[CH2:42]1[O:43][CH2:44][CH2:45][CH2:46]1>>[CH2:1]([CH3:2])[O:3][c:4]1[c:5]([O:40][CH3:41])[cH:6][c:7]([CH2:10][CH2:11][NH:13][CH2:14][CH2:15][NH:16][c:17]2[cH:18][c:19]([CH3:39])[n:20][c:21]3[cH:22][c:23]4[c:24](-[c:30]5[c:31]([CH3:38])[cH:32][c:33]([CH3:37])[cH:34][c:35]5[CH3:36])[cH:25][cH:26][cH:27][n:28]4[c:29]23)[cH:8][cH:9]1.